This data is from the Open Reaction Database (ORD), a public repository of structured organic reaction records. The task is: describe an organic reaction: reactants, conditions, products, and yield Starting materials: CO, O=C1OC(=O)C2CCCCC12. Product: O=C(O)C1CCCCC1C(=O)O. Reaction SMILES: [CH3:12][OH:13].[CH:1]12[CH:2]([CH2:3][CH2:4][CH2:5][CH2:6]1)[C:7](=[O:8])[O:9][C:10]2=[O:11]>>[CH:1]1([C:10]([OH:9])=[O:11])[CH:2]([C:7](=[O:8])[OH:13])[CH2:3][CH2:4][CH2:5][CH2:6]1.